From a dataset of the Open Reaction Database (ORD), a public repository of structured organic reaction records. describe an organic reaction: reactants, conditions, products, and yield The reactants are C1CCOC1, COc1cc(OC)c2oc(CO)cc2c1, O=C(Cl)Oc1ccc([N+](=O)[O-])cc1. Yields the product COc1cc(OC)c2oc(COC(=O)Oc3ccc([N+](=O)[O-])cc3)cc2c1. As a reaction SMILES: [CH2:29]1[O:30][CH2:31][CH2:32][CH2:33]1.[CH3:1][O:2][c:3]1[cH:4][c:5]([O:14][CH3:15])[c:6]2[c:7]([cH:8][c:9]([CH2:11][OH:12])[o:10]2)[cH:13]1.[Cl:16][C:17](=[O:18])[O:19][c:20]1[cH:21][cH:22][c:23]([N+:26](=[O:27])[O-:28])[cH:24][cH:25]1>>[CH3:1][O:2][c:3]1[cH:4][c:5]([O:14][CH3:15])[c:6]2[c:7]([cH:8][c:9]([CH2:11][O:12][C:17](=[O:18])[O:19][c:20]3[cH:21][cH:22][c:23]([N+:26](=[O:27])[O-:28])[cH:24][cH:25]3)[o:10]2)[cH:13]1. Reactants: Cl.NN1CCOC2=C1C=CC=C2 (4-amino-3,4-dihydro-2H-1,4-benzoxazine hydrochloride), CN1CCC(CC1)=O (1-methyl-4-piperidone). Product: Cl.CN1CC2=C(N3CCOC4=C3C2=CC=C4)CC1 (1,2,7,8,9,10-hexahydro-8-methylpyrido[3',4':4,5]pyrrolo[1,2,3-de][1,4]benzoxazine hydrochloride). As a reaction SMILES: [ClH:1].N[N:3]1[C:8]2[CH:9]=[CH:10][CH:11]=[CH:12][C:7]=2[O:6][CH2:5][CH2:4]1.[CH3:13][N:14]1[CH2:19][CH2:18][C:17](=O)[CH2:16][CH2:15]1>>[ClH:1].[CH3:13][N:14]1[CH2:19][CH2:18][C:17]2[N:3]3[C:8]4[C:9](=[CH:10][CH:11]=[CH:12][C:7]=4[O:6][CH2:5][CH2:4]3)[C:16]=2[CH2:15]1 |f:0.1,3.4|. Reported procedure: By a procedure similar to Example 110, 4-amino-3,4-dihydro-2H-1,4-benzoxazine hydrochloride is reacted with 1-methyl-4-piperidone to yield the title compound, m.p. 245°-246° . The reactants are O=C[C@H](O)[C@@H](O)[C@@H](O)CO (L-arabinose), C(CC)N (n-propylamine), ClCCN=C=O (2-chloroethyl isocyanate). Yields the product ClCCNC(=O)N(C1[C@H](O)[C@@H](O)[C@@H](O)CO1)CCC (1-(2-chloroethyl)-3-n-propyl-3-L-arabinopyranosylurea). Isolated yield 69.1%. As a reaction SMILES: O=[CH:2][C@@H:3]([C@H:5]([C@H:7]([CH2:9][OH:10])[OH:8])[OH:6])[OH:4].[CH2:11]([NH2:14])[CH2:12][CH3:13].[Cl:15][CH2:16][CH2:17][N:18]=[C:19]=[O:20]>>[Cl:15][CH2:16][CH2:17][NH:18][C:19]([N:14]([CH2:11][CH2:12][CH3:13])[CH:9]1[O:10][CH2:2][C@H:3]([OH:4])[C@H:5]([OH:6])[C@H:7]1[OH:8])=[O:20]. Reported procedure: 3.0 g of L-arabinose, 1.5 g of n-propylamine and 2.5 g of 2-chloroethyl isocyanate are treated in the same manner as described in Example 5-(1). 4.1 g of 1-(2-chloroethyl)-3-n-propyl-3-L-arabinopyranosylurea are thereby obtained as colorless caramel. The reactants are CCN=C=NCCCN(C)C (EDCI), ClC1=CC2=C(NC(=C2)C(=O)NC2C(N(C3=CC=CC=C3C2)CC(CO)O)=O)S1 (2-Chloro-N-[1-(2,3-dihydroxypropyl)-2-oxo-1,2,3,4-tetrahydroquinolin-3-yl]-6H-thieno[2,3-b]pyrrole-5-carboxamide), ClC1=CC2=C(NC(=C2)C(=O)NC2C(N(C3=CC=CC=C3C2)C[C@H](CO)O)=O)S1 (2-Chloro-N-[1-(2(R),3-dihydroxypropyl)-2-oxo-1,2,3,4-tetrahydroquinolin-3(R,S)-yl]-6H-thieno[2,3-b]pyrrole-5-carboxamide). Run in C(Cl)Cl (DCM). Run at time 18 hour. The product is ClC1=CC2=C(NC(=C2)C(=O)NC2C(N(C3=CC=CC=C3C2)CC#N)=O)S1 (2-Chloro-N-[1-(cyanomethyl)-2-oxo-1,2,3,4-tetrahydroquinolin-3-yl]-6H-thieno[2,3-b]pyrrole-5-carboxamide). Yield: 21.0%. RXN SMILES: CC[N:3]=C=NCCCN(C)C.[Cl:12][C:13]1[S:39][C:16]2[NH:17][C:18]([C:20]([NH:22][CH:23]3[CH2:32][C:31]4[C:26](=[CH:27][CH:28]=[CH:29][CH:30]=4)[N:25]([CH2:33][CH:34](O)CO)[C:24]3=[O:38])=[O:21])=[CH:19][C:15]=2[CH:14]=1.ClC1SC2NC(C(NC3CC4C(=CC=CC=4)N(C[C@@H](O)CO)C3=O)=O)=CC=2C=1>C(Cl)Cl>[Cl:12][C:13]1[S:39][C:16]2[NH:17][C:18]([C:20]([NH:22][CH:23]3[CH2:32][C:31]4[C:26](=[CH:27][CH:28]=[CH:29][CH:30]=4)[N:25]([CH2:33][C:34]#[N:3])[C:24]3=[O:38])=[O:21])=[CH:19][C:15]=2[CH:14]=1. Procedure: EDCI (1.09 g, 5.65 mmol) was added to a suspension of 5-Carboxy-2-chloro-6H-thieno[2,3-b]pyrrole (Method 9, 1.04 g, 5.13 mmol) and (3-amino-2-oxo-3,4-dihydroquinolin-1(2H)-yl)acetonitrile (Method 13; 1.29 g, 5.13 mmol) in DCM (30 mL) and the reaction stirred for 18 hours. The reaction was evaporated and the residue was partitioned between DCM:MeOH (9:1) (100 mL) and aqueous K2CO3 (25 mL). The organic layer was then separated, dried (MgSO4), filtered and evaporated. The residue was purified by co... The reactants are C(C)C1=C2N(C3=CC=CC=C13)C(C(CC2)=CC=2N=CN(C2C)C(C2=CC=CC=C2)(C2=CC=CC=C2)C2=CC=CC=C2)=O (10-ethyl-8,9-dihydro-7-[(5-methyl-1-trityl-1H-imidazol-4-yl)methylene]pyrido[1,2-a]indol-6(7H)-one), C(=O)[O-].[NH4+] (ammonium formate). Reagents/catalysts: [Pd] (palladium on carbon). Solvent: C(C)(=O)O (acetic acid). Run at temperature 90 celsius, time 45 minute. The product is C(C)C1=C2N(C3=CC=CC=C13)C(C(CC2)CC=2N=CNC2C)=O (10-ethyl-8,9-dihydro-7-[(5-methyl-1H-imidazol-4-yl)methyl]pyrido[1,2-a]indol-6(7H)-one). Isolated yield 56.8%. RXN SMILES: [CH2:1]([C:3]1[C:11]2[C:6](=[CH:7][CH:8]=[CH:9][CH:10]=2)[N:5]2[C:12](=[O:42])[C:13](=[CH:16][C:17]3[N:18]=[CH:19][N:20](C(C4C=CC=CC=4)(C4C=CC=CC=4)C4C=CC=CC=4)[C:21]=3[CH3:22])[CH2:14][CH2:15][C:4]=12)[CH3:2].C([O-])=O.[NH4+]>[Pd].C(O)(=O)C>[CH2:1]([C:3]1[C:11]2[C:6](=[CH:7][CH:8]=[CH:9][CH:10]=2)[N:5]2[C:12](=[O:42])[CH:13]([CH2:16][C:17]3[N:18]=[CH:19][NH:20][C:21]=3[CH3:22])[CH2:14][CH2:15][C:4]=12)[CH3:2] |f:1.2|. Procedure details: A mixture of 10-ethyl-8,9-dihydro-7-[(5-methyl-1-trityl-1H-imidazol-4-yl)methylene]pyrido[1,2-a]indol-6(7H)-one (1.0 g), 10% palladium on carbon (0.25 g), and ammonium formate (0.5 g) in acetic acid (14 ml) was stirred at 90° C. for 1 hour and 45 minutes and cooled to room temperature. After filtration of the catalyst, the filtrate was evaporated in vacuo and the residue was suspended in 0.5N hydrochloric acid. The aqueous layer was washed twice with toluene, made basic with aqueous sodium bicar... Reactants: ClC1=CC(=C(C=C1)N=C=O)F (4-chloro-2-fluoro-1-isocyanatobenzene), NC1=CC=C(C=C1)C1=CN=C(O1)C(=O)NC(C(=O)OC)C(C)C (methyl 2-(5-(4-aminophenyl)oxazole-2-carboxamido)-3-methylbutanoate). Yields the product ClC1=CC(=C(C=C1)NC(NC1=CC=C(C=C1)C1=CN=C(O1)C(=O)N[C@H](C(=O)OC)C(C)C)=O)F ((S)-methyl 2-(5-(4-(3-(4-chloro-2-fluorophenyl)ureido)phenyl)oxazole-2-carboxamido)-3-methylbutanoate). As a reaction SMILES: [Cl:1][C:2]1[CH:7]=[CH:6][C:5]([N:8]=[C:9]=[O:10])=[C:4]([F:11])[CH:3]=1.[NH2:12][C:13]1[CH:18]=[CH:17][C:16]([C:19]2[O:23][C:22]([C:24]([NH:26][CH:27]([CH:32]([CH3:34])[CH3:33])[C:28]([O:30][CH3:31])=[O:29])=[O:25])=[N:21][CH:20]=2)=[CH:15][CH:14]=1>>[Cl:1][C:2]1[CH:7]=[CH:6][C:5]([NH:8][C:9](=[O:10])[NH:12][C:13]2[CH:18]=[CH:17][C:16]([C:19]3[O:23][C:22]([C:24]([NH:26][C@@H:27]([CH:32]([CH3:34])[CH3:33])[C:28]([O:30][CH3:31])=[O:29])=[O:25])=[N:21][CH:20]=3)=[CH:15][CH:14]=2)=[C:4]([F:11])[CH:3]=1. Reported procedure: The title compound was synthesized analogous to Example 1, using 4-chloro-2-fluoro-1-isocyanatobenzene (0.533 mmol) and intermediate 1. 1H-NMR (DMSO-d6, 300 MHz): δ 9.356 (s, 1H), 9.017-8.990 (d, 1H), 8.733 (s, 1H), 8.208-8.149 (m, 1H), 7.826 (s, 1H), 7.809-7.780 (d, J=8.7 Hz, 2H), 7.623-7.593 (d, J=9 Hz, 2H), 7.514-7.470 (d, J=2.1, 11.1 Hz, 1H), 7.270-7.241 (dd, J=0.6, 8.7 Hz, 1H), 4.328-4.277 (m, 1H), 3.680 (s, 3H), 2.286-2.217 (m, 1H), 0.979-0.957 (d, J=6.6 Hz, 6H); MS (ESI) m/z 487 (M−H), 48... The reactants are O=C([O-])O, CCOC(C)=O, O=C(Cl)CCl, Cc1c(N)cccc1F, [Na+]. The product is Cc1c(F)cccc1NC(=O)CCl. RXN SMILES: [C:15](=[O:16])([OH:17])[O-:18].[CH3:20][CH2:21][O:22][C:23](=[O:24])[CH3:25].[Cl:1][CH2:2][C:3](=[O:4])[Cl:5].[F:6][c:7]1[c:8]([CH3:14])[c:9]([NH2:10])[cH:11][cH:12][cH:13]1.[Na+:19]>>[Cl:1][CH2:2][C:3](=[O:4])[NH:10][c:9]1[c:8]([CH3:14])[c:7]([F:6])[cH:13][cH:12][cH:11]1.